From a dataset of the Open Reaction Database (ORD), a public repository of structured organic reaction records. describe an organic reaction: reactants, conditions, products, and yield Starting materials: COC(OC)OC (Trimethylorthoformate), ClC1=C(C2=C(CC(O2)C=O)C=C1C(C1=CC=CS1)=O)Cl (6,7-Dichloro-2,3-dihydro-5-(2-thenoyl)benzofuran-2-carboxaldehyde), C(O)([O-])=O.[Na+] (sodium hydrogen carbonate). The solvent is [Cl-].[Cs+] (cesium chloride). Run at time 30 minute. The product is COC(C1OC2=C(C1)C=C(C(=C2Cl)Cl)C(C2=CC=CS2)=O)OC (6,7-dichloro-2,3-dihydro-5-(2-thenoyl)benzofuran-2-carboxaldehyde dimethylacetal). As a reaction SMILES: [Cl:1][C:2]1[C:12]([C:13](=[O:19])[C:14]2[S:18][CH:17]=[CH:16][CH:15]=2)=[CH:11][C:5]2[CH2:6][CH:7](C=O)[O:8][C:4]=2[C:3]=1[Cl:20].CO[CH:23]([O:26][CH3:27])[O:24][CH3:25].C(=O)([O-])O.[Na+]>[Cl-].[Cs+]>[CH3:27][O:26][CH:23]([O:24][CH3:25])[CH:7]1[CH2:6][C:5]2[CH:11]=[C:12]([C:13](=[O:19])[C:14]3[S:18][CH:17]=[CH:16][CH:15]=3)[C:2]([Cl:1])=[C:3]([Cl:20])[C:4]=2[O:8]1 |f:2.3,4.5|. Reported procedure: 6,7-Dichloro-2,3-dihydro-5-(2-thenoyl)benzofuran-2-carboxaldehyde (3.2 g., 0.01 mole) is dissolved in methanolic cesium chloride (25 ml., 0.4 M). Trimethylorthoformate (2.12 g., 0.02 mole) is added and the solution is stirred (magnetically) at room temperature for 30 minutes and then poured into aqueous sodium hydrogen carbonate (50 ml.). The mixture is extracted with ether (2×50 ml.). The ether extracts are combined, washed with brine (2×15 ml.), dried over MgSO4 and distilled at reduced pressu... Reactants: O1COC2=C1C=CC(=C2)CCC(C)NC=2C(=NOC2C2=CC=C(C=C2)Br)C ((3-benzo[1,3]dioxol-5-yl-1-methyl-propyl)-[5-(4-bromo-phenyl)-3-methyl-isoxazol-4-yl]-amine), C(C)OC(CC1=C(C=CC=C1)B1OC(C(O1)(C)C)(C)C)=O ([2-(4,4,5,5-tetramethyl-[1,3,2]dioxaborolan-2-yl)-phenyl]-acetic acid ethyl ester). The product is C(C)OC(CC1=C(C=CC=C1)C1=CC=C(C=C1)C1=C(C(=NO1)C)NC(CCC1=CC2=C(OCO2)C=C1)C)=O ({4′-[4-(3-Benzo[1,3]dioxol-5-yl-1-methyl-propylamino)-3-methyl-isoxazol-5-yl]-biphenyl-2-yl}-acetic acid ethyl ester). Reaction SMILES: [O:1]1[C:5]2[CH:6]=[CH:7][C:8]([CH2:10][CH2:11][CH:12]([NH:14][C:15]3[C:16]([CH3:27])=[N:17][O:18][C:19]=3[C:20]3[CH:25]=[CH:24][C:23](Br)=[CH:22][CH:21]=3)[CH3:13])=[CH:9][C:4]=2[O:3][CH2:2]1.[CH2:28]([O:30][C:31](=[O:48])[CH2:32][C:33]1[CH:38]=[CH:37][CH:36]=[CH:35][C:34]=1B1OC(C)(C)C(C)(C)O1)[CH3:29]>>[CH2:28]([O:30][C:31](=[O:48])[CH2:32][C:33]1[CH:38]=[CH:37][CH:36]=[CH:35][C:34]=1[C:23]1[CH:24]=[CH:25][C:20]([C:19]2[O:18][N:17]=[C:16]([CH3:27])[C:15]=2[NH:14][CH:12]([CH3:13])[CH2:11][CH2:10][C:8]2[CH:7]=[CH:6][C:5]3[O:1][CH2:2][O:3][C:4]=3[CH:9]=2)=[CH:21][CH:22]=1)[CH3:29]. Procedure details: Prepared according to the procedure described in Example 108, Step 2, using (3-benzo[1,3]dioxol-5-yl-1-methyl-propyl)-[5-(4-bromo-phenyl)-3-methyl-isoxazol-4-yl]-amine and [2-(4,4,5,5-tetramethyl-[1,3,2]dioxaborolan-2-yl)-phenyl]-acetic acid ethyl ester. The reactants are CC#N, Cl, CN(CCCCC(=O)Nc1ccc(C2OCCO2)cc1)C(=O)CCN1CCC(OC(=O)Nc2ccccc2-c2ccccc2)CC1. Product: CN(CCCCC(=O)Nc1ccc(C=O)cc1)C(=O)CCN1CCC(OC(=O)Nc2ccccc2-c2ccccc2)CC1. As a reaction SMILES: [CH3:48][C:49]#[N:50].[ClH:47].[O:1]1[CH:2]([c:6]2[cH:7][cH:8][c:9]([NH:12][C:13](=[O:14])[CH2:15][CH2:16][CH2:17][CH2:18][N:19]([C:20](=[O:21])[CH2:22][CH2:23][N:24]3[CH2:25][CH2:26][CH:27]([O:30][C:31]([NH:32][c:33]4[c:34](-[c:39]5[cH:40][cH:41][cH:42][cH:43][cH:44]5)[cH:35][cH:36][cH:37][cH:38]4)=[O:45])[CH2:28][CH2:29]3)[CH3:46])[cH:10][cH:11]2)[O:5][CH2:4][CH2:3]1>>[O:1]=[CH:2][c:6]1[cH:7][cH:8][c:9]([NH:12][C:13](=[O:14])[CH2:15][CH2:16][CH2:17][CH2:18][N:19]([C:20](=[O:21])[CH2:22][CH2:23][N:24]2[CH2:25][CH2:26][CH:27]([O:30][C:31]([NH:32][c:33]3[c:34](-[c:39]4[cH:40][cH:41][cH:42][cH:43][cH:44]4)[cH:35][cH:36][cH:37][cH:38]3)=[O:45])[CH2:28][CH2:29]2)[CH3:46])[cH:10][cH:11]1. Starting materials: solid, C([O-])([O-])=O.[K+].[K+] (potassium carbonate), Cl.C1(CCCCC1)C[C@@H](N)C(=O)O (β-cyclohexyl-(D)-alanine hydrochloride), C(C)O (ethanol), Cl (hydrogen chloride), Cl (hydrogen chloride), C(C)O (ethanol). Reaction conditions: temperature 80 celsius. Reaction SMILES: Cl.[CH:2]1([CH2:8][C@H:9]([C:11]([OH:13])=[O:12])[NH2:10])[CH2:7][CH2:6][CH2:5][CH2:4][CH2:3]1.Cl.C(=O)([O-])[O-].[K+].[K+].[CH2:21](O)[CH3:22]>O>[NH2:10][C@H:9]([CH2:8][CH:2]1[CH2:7][CH2:6][CH2:5][CH2:4][CH2:3]1)[C:11]([O:13][CH2:21][CH3:22])=[O:12] |f:0.1,3.4.5|. Product: N[C@@H](C(=O)OCC)CC1CCCCC1 (ethyl (2R)-2-amino-3-cyclohexylpropionate). Procedure: The process is performed as in Example 2, starting with 10 g of β-cyclohexyl-(D)-alanine hydrochloride in 96 cm3 of absolute ethanol, by treating it with a stream of dry hydrogen chloride at a temperature in the region of 0° C. for 20 minutes. After heating to about 80° C. for 4 days, followed by cooling to 0° C., the mixture is again treated with a stream of hydrogen chloride for 20 minutes, followed by heating to a temperature in the region of 80° C. for 20 hours. The reaction medium is concen... Solvent: O (water). Starting materials: CN(C)C=O, COC(=O)c1cccc2cc[nH]c12, ClCCCl, CN(C)C=O, O=P(Cl)(Cl)Cl, O=P(Cl)(Cl)Cl. The product is COC(=O)c1cccc2c(C=O)c[nH]c12. Reaction SMILES: [CH3:1][N:2]([CH:3]=[O:4])[CH3:5].[CH3:21][O:22][C:23](=[O:24])[c:25]1[cH:26][cH:27][cH:28][c:29]2[cH:30][cH:31][nH:32][c:33]12.[Cl:34][CH2:35][CH2:36][Cl:37].[O:16]=[CH:17][N:18]([CH3:19])[CH3:20].[P:11]([Cl:12])([Cl:13])([Cl:14])=[O:15].[P:6]([Cl:7])([Cl:8])([Cl:9])=[O:10]>>[CH:3](=[O:4])[c:30]1[c:29]2[cH:28][cH:27][cH:26][c:25]([C:23]([O:22][CH3:21])=[O:24])[c:33]2[nH:32][cH:31]1.